From a dataset of the Open Reaction Database (ORD), a public repository of structured organic reaction records. describe an organic reaction: reactants, conditions, products, and yield The reactants are C(C)(C)(C)OC(=O)NCCCNC(OCCl)=O (chloromethyl N-(3-(N-tert-butoxycarbonylamino)-propyl)carbamate), [I-].[Na+] (sodium iodide). Solvent: C(C)#N (acetonitrile). Product: C(C)(C)(C)OC(=O)NCCCNC(OCI)=O (Iodomethyl N-(3-(N-tert-butoxycarbonylamino)-propyl)-carbamate). Reaction SMILES: [C:1]([O:5][C:6]([NH:8][CH2:9][CH2:10][CH2:11][NH:12][C:13](=[O:17])[O:14][CH2:15]Cl)=[O:7])([CH3:4])([CH3:3])[CH3:2].[I-:18].[Na+]>C(#N)C>[C:1]([O:5][C:6]([NH:8][CH2:9][CH2:10][CH2:11][NH:12][C:13](=[O:17])[O:14][CH2:15][I:18])=[O:7])([CH3:4])([CH3:3])[CH3:2] |f:1.2|. Procedure: A solution of chloromethyl N-(3-(N-tert-butoxycarbonylamino)-propyl)carbamate (2 g) and sodium iodide (4.5 g) in acetonitrile (15 ml) was stirred for 1 hour at room temperature, evaporated in vacuo, redissolved in dichloromethane and filtered. The filtrate was evaporated in vacuo and the residue was purified by chromatography on silica gel with ethyl acetate/hexane (1:2) as eluent to yield the title compound as colourless crystals. The reactants are O[C@@H]1CNCC[C@H]1CO ((±)-trans-3-hydroxy-4-piperidinemethanol), C(CCC)=O (butanal), S1C=CC=C1 (thiophene). Reagents/catalysts: [Pd] (palladium on activated carbon). Run in CO (methanol). Yields the product C(CCC)N1C[C@H]([C@@H](CC1)CO)O ((±)-trans-1-butyl-3-hydroxy-4-piperidinemethanol). Yield: 99.5%. Reaction SMILES: [OH:1][C@H:2]1[C@H:7]([CH2:8][OH:9])[CH2:6][CH2:5][NH:4][CH2:3]1.[CH:10](=O)[CH2:11][CH2:12][CH3:13].S1C=CC=C1>CO.[Pd]>[CH2:10]([N:4]1[CH2:5][CH2:6][C@@H:7]([CH2:8][OH:9])[C@H:2]([OH:1])[CH2:3]1)[CH2:11][CH2:12][CH3:13]. Procedure: A mixture of intermediate (1-a) (0.022 mol) and butanal (0.025 mol) in methanol (150 ml) was hydrogenated with palladium on activated carbon (10%) (1 g) as a catalyst in the presence of a solution of thiophene (4% in THF) (1 ml). After uptake of H2 (1 equiv.), the catalyst was filtered off and the filtrate was evaporated, yielding 4.1 g of (±)-trans-1-butyl-3-hydroxy-4-piperidinemethanol (interm. 1-b) (99.5%, used in next reaction step without further purification). The reactants are CCS(=O)(=O)CCCN, CCN(C(C)C)C(C)C, O=C(NCC1CN(Cc2ccc(Cl)c(Cl)c2)CCO1)Oc1ccc([N+](=O)[O-])cc1, ClCCl, Cl. The product is CCS(=O)(=O)CCCNC(=O)NCC1CN(Cc2ccc(Cl)c(Cl)c2)CCO1. As a reaction SMILES: [CH2:2]([CH3:3])[S:4](=[O:5])(=[O:6])[CH2:7][CH2:8][CH2:9][NH2:10].[CH:11]([N:12]([CH2:13][CH3:14])[CH:15]([CH3:16])[CH3:17])([CH3:18])[CH3:19].[Cl:20][c:21]1[cH:22][c:23]([CH2:24][N:25]2[CH2:26][CH:27]([CH2:31][NH:32][C:33]([O:34][c:36]3[cH:37][cH:38][c:39]([N+:40]([O-:41])=[O:42])[cH:43][cH:44]3)=[O:35])[O:28][CH2:29][CH2:30]2)[cH:45][cH:46][c:47]1[Cl:48].[Cl:49][CH2:50][Cl:51].[ClH:1]>>[CH2:2]([CH3:3])[S:4](=[O:5])(=[O:6])[CH2:7][CH2:8][CH2:9][NH:10][C:33]([NH:32][CH2:31][CH:27]1[CH2:26][N:25]([CH2:24][c:23]2[cH:22][c:21]([Cl:20])[c:47]([Cl:48])[cH:46][cH:45]2)[CH2:30][CH2:29][O:28]1)=[O:34].